Dataset: the Open Reaction Database (ORD), a public repository of structured organic reaction records. Task: describe an organic reaction: reactants, conditions, products, and yield Reactants: C(CO)O (ethylene glycol), ClC=1N=C(C2=C(N1)C(CC2)C2=CC=CC=C2)N2CC(C2)=O (1-(2-chloro-7-phenyl-6,7-dihydro-5H-cyclopenta[d]pyrimidin-4-yl)azetidin-3-one), CC1=CC=C(C=C1)S(=O)(=O)O (4-methylbenzenesulfonic acid), O (H2O). The solvent is C1=CC=CC=C1 (Benzene). Yields the product ClC=1N=C(C2=C(N1)C(CC2)C2=CC=CC=C2)N2CC1(C2)OCCO1 (2-(2-chloro-7-phenyl-6,7-dihydro-5H-cyclopenta[d]pyrimidin-4-yl)-5,8-dioxa-2-azaspiro[3.4]octane). Reaction SMILES: [CH2:1]([OH:4])[CH2:2][OH:3].[Cl:5][C:6]1[N:7]=[C:8]([N:21]2[CH2:24][C:23](=O)[CH2:22]2)[C:9]2[CH2:14][CH2:13][CH:12]([C:15]3[CH:20]=[CH:19][CH:18]=[CH:17][CH:16]=3)[C:10]=2[N:11]=1.CC1C=CC(S(O)(=O)=O)=CC=1.O>C1C=CC=CC=1>[Cl:5][C:6]1[N:7]=[C:8]([N:21]2[CH2:24][C:23]3([O:4][CH2:1][CH2:2][O:3]3)[CH2:22]2)[C:9]2[CH2:14][CH2:13][CH:12]([C:15]3[CH:20]=[CH:19][CH:18]=[CH:17][CH:16]=3)[C:10]=2[N:11]=1. Procedure: Azetidin-3-one was reacted with Preparation G in the manner of Preparation Gi to afford 1-(2-chloro-7-phenyl-6,7-dihydro-5H-cyclopenta[d]pyrimidin-4-yl)azetidin-3-one. LC-MS (M+H)+=300.0 A mixture of ethylene glycol (119 μL, 2.135 mmol), 1-(2-chloro-7-phenyl-6,7-dihydro-5H-cyclopenta[d]pyrimidin-4-yl)azetidin-3-one (320 mg, 1.068 mmol) and 4-methylbenzenesulfonic acid, H2O (20.31 mg, 0.107 mmol) in Benzene (2965 μL) was heated at reflux for 24 h in a Dean-stark apparatus. The resulting mixture w... Starting materials: BrC1=C(C(=O)C(C(=O)OCC)C(=O)OCC)C(=C(C(=C1F)F)F)F (diethyl (2-bromo-3,4,5,6-tetrafluorobenzoyl)-malonate), C1(=CC=C(C=C1)S(=O)(=O)O)C (4-toluenesulphonic acid). Solvent: O (water). The product is BrC1=C(C(=O)CC(=O)OCC)C(=C(C(=C1F)F)F)F (Ethyl (2-bromo-3,4,5,6-tetrafluoro-benzoyl)-acetate). As a reaction SMILES: [Br:1][C:2]1[C:20]([F:21])=[C:19]([F:22])[C:18]([F:23])=[C:17]([F:24])[C:3]=1[C:4]([CH:6](C(OCC)=O)[C:7]([O:9][CH2:10][CH3:11])=[O:8])=[O:5].C1(C)C=CC(S(O)(=O)=O)=CC=1>O>[Br:1][C:2]1[C:20]([F:21])=[C:19]([F:22])[C:18]([F:23])=[C:17]([F:24])[C:3]=1[C:4]([CH2:6][C:7]([O:9][CH2:10][CH3:11])=[O:8])=[O:5]. Procedure: 60 g of crude diethyl (2-bromo-3,4,5,6-tetrafluorobenzoyl)-malonate are introduced into 150 ml of water, 0.6 g of 4-toluenesulphonic acid is added and the mixture is heated under reflux for 6 hours. It is extracted with methylene chloride and the extract is washed with water, dried with Na2SO4 and concentrated.